describe an organic reaction: reactants, conditions, products, and yield From a dataset of the Open Reaction Database (ORD), a public repository of structured organic reaction records. The reactants are CC=1C(=C(C(=O)O)C=C(C1)F)C1=CC(=C(C=C1)F)C (methyl 2-(3-methyl-4-fluorophenyl)-5-fluorobenzoic acid), polyphosphoric acid, O (water). Run at temperature 180 celsius. Yields the product FC1C(C=2CC3=CC(=CC=C3C2C=C1C)F)=O (2,7-Difluoro-3-methyl-9H-fluorenone). Yield: 33.0%. As a reaction SMILES: [CH3:1][C:2]1[C:3]([C:12]2[CH:17]=[CH:16][C:15]([F:18])=[C:14]([CH3:19])[CH:13]=2)=[C:4]([CH:8]=[C:9]([F:11])[CH:10]=1)C(O)=O.[OH2:20]>>[F:18][CH:15]1[C:14]([CH3:19])=[CH:13][C:12]2[C:3]3[C:2](=[CH:10][C:9]([F:11])=[CH:8][CH:4]=3)[CH2:1][C:17]=2[C:16]1=[O:20]. Procedure details: A stirred mixture of methyl 2-(3-methyl-4-fluorophenyl)-5-fluorobenzoic acid (6.5 g, 26.2 mmol) and polyphosphoric acid (30 g) was heated at 180° C. for 2 h. After the mixture had cooled to 80° C., it was poured into water (200 mL), and extracted with ethyl acetate. The combined extracts were washed with brine, dried over MgSO4, treated with charcoal, and concentrated. Chromatography on silica gel using 20% toluene in hexane provided 2 g (33%) of the desired ketone. The reactants are ClCCl, NC(=O)c1cnc(N2CCC(Oc3ccccc3C(F)(F)F)CC2)s1. The product is N#Cc1cnc(N2CCC(Oc3ccccc3C(F)(F)F)CC2)s1. RXN SMILES: [Cl:26][CH2:27][Cl:28].[F:1][C:2]([c:3]1[c:4]([O:5][CH:6]2[CH2:7][CH2:8][N:9]([c:12]3[s:13][c:14]([C:17](=[O:18])[NH2:19])[cH:15][n:16]3)[CH2:10][CH2:11]2)[cH:20][cH:21][cH:22][cH:23]1)([F:24])[F:25]>>[F:1][C:2]([c:3]1[c:4]([O:5][CH:6]2[CH2:7][CH2:8][N:9]([c:12]3[s:13][c:14]([C:17]#[N:19])[cH:15][n:16]3)[CH2:10][CH2:11]2)[cH:20][cH:21][cH:22][cH:23]1)([F:24])[F:25]. The reactants are O (Water), [OH-].[Li+] (lithium hydroxide), C(C)OC(=O)C=1C=NN(C1C(F)(F)F)C1CCCCC1 (Cyclohexyl-5-trifluoromethyl-1H-pyrazole-4-carboxylic acid ethyl ester). Yields the product C1(CCCCC1)N1N=CC(=C1C(F)(F)F)C(=O)O (1-cyclohexyl-5-trifluoromethyl-1H-pyrazole-4-carboxylic acid). The solvent is CO (methanol). Procedure details: Cyclohexyl-5-trifluoromethyl-1H-pyrazole-4-carboxylic acid ethyl ester (0.265 g, 0.91 mmol) was dissolved in methanol (1.4 mL). Water (1.4 mL) and lithium hydroxide (0.029 g, 1.21 mmol) were added and the mixture was heated at 80° C. for 1.5 hours. After cooling to room temperature, the methanol was removed in vacuo. Tetrahydrofuran was added to the residue and then removed in vacuo to ensure complete removal of the methanol. 6N HCl was added to the aqueous residue to pH 2-3, resulting in precip... As a reaction SMILES: C([O:3][C:4]([C:6]1[CH:7]=[N:8][N:9]([CH:15]2[CH2:20][CH2:19][CH2:18][CH2:17][CH2:16]2)[C:10]=1[C:11]([F:14])([F:13])[F:12])=[O:5])C.O.[OH-].[Li+]>CO>[CH:15]1([N:9]2[C:10]([C:11]([F:12])([F:13])[F:14])=[C:6]([C:4]([OH:5])=[O:3])[CH:7]=[N:8]2)[CH2:16][CH2:17][CH2:18][CH2:19][CH2:20]1 |f:2.3|. Reaction conditions: temperature 80 celsius. The yield is 86.3%. The reactants are C1CCOC1, CN1C(=O)CCC2(C)c3ccc(N)cc3CCC12, O=C(Cl)c1cccc([N+](=O)[O-])c1. The product is CN1C(=O)CCC2(C)c3ccc(NC(=O)c4cccc([N+](=O)[O-])c4)cc3CCC12. As a reaction SMILES: [CH2:31]1[O:32][CH2:33][CH2:34][CH2:35]1.[CH3:1][N:2]1[C:3](=[O:18])[CH2:4][CH2:5][C:6]2([CH3:17])[c:7]3[c:8]([cH:12][c:13]([NH2:16])[cH:14][cH:15]3)[CH2:9][CH2:10][CH:11]12.[N+:19](=[O:20])([O-:21])[c:22]1[cH:23][c:24]([C:25](=[O:26])[Cl:27])[cH:28][cH:29][cH:30]1>>[CH3:1][N:2]1[C:3](=[O:18])[CH2:4][CH2:5][C:6]2([CH3:17])[c:7]3[c:8]([cH:12][c:13]([NH:16][C:25]([c:24]4[cH:23][c:22]([N+:19](=[O:20])[O-:21])[cH:30][cH:29][cH:28]4)=[O:26])[cH:14][cH:15]3)[CH2:9][CH2:10][CH:11]12. The product is O=C1NC(=O)c2ccc(Br)cc2C1=CNc1ccc2ncccc2c1. Reactants: COC=C1C(=O)NC(=O)c2ccc(Br)cc21, CN(C)C=O, Nc1ccc2ncccc2c1. RXN SMILES: [Br:1][c:2]1[cH:3][c:4]2[c:9]([cH:10][cH:11]1)[C:8](=[O:12])[NH:7][C:6](=[O:13])[C:5]2=[CH:14][O:15][CH3:16].[CH3:28][N:29]([CH3:30])[CH:31]=[O:32].[NH2:17][c:18]1[cH:19][c:20]2[cH:21][cH:22][cH:23][n:24][c:25]2[cH:26][cH:27]1>>[Br:1][c:2]1[cH:3][c:4]2[c:9]([cH:10][cH:11]1)[C:8](=[O:12])[NH:7][C:6](=[O:13])[C:5]2=[CH:14][NH:17][c:18]1[cH:19][c:20]2[cH:21][cH:22][cH:23][n:24][c:25]2[cH:26][cH:27]1. The reactants are O=C(OCc1ccccc1)N1CCC2(CC1)CN(Cc1ccccc1)C(=O)O2, CCO, [Pd]. Product: O=C1OC2(CCNCC2)CN1Cc1ccccc1. Reaction SMILES: [CH2:1]([c:2]1[cH:3][cH:4][cH:5][cH:6][cH:7]1)[N:8]1[C:9](=[O:28])[O:10][C:11]2([CH2:12]1)[CH2:13][CH2:14][N:15]([C:18]([O:19][CH2:20][c:21]1[cH:22][cH:23][cH:24][cH:25][cH:26]1)=[O:27])[CH2:16][CH2:17]2.[CH3:30][CH2:31][OH:32].[Pd:29]>>[CH2:1]([c:2]1[cH:3][cH:4][cH:5][cH:6][cH:7]1)[N:8]1[C:9](=[O:28])[O:10][C:11]2([CH2:12]1)[CH2:13][CH2:14][NH:15][CH2:16][CH2:17]2. Starting materials: NC1=NC(=C(C(=N1)S(=O)C)C#N)N1N=CC=C1 (2-amino-4-methanesulfinyl-6-pyrazol-1-yl-pyrimidine-5-carbonitrile), CC=1C=CC(=NC1)CO (5-methyl-2-pyridinemethanol), C1CCC2=NCCCN2CC1 (DBU). As a reaction SMILES: [NH2:1][C:2]1[N:7]=[C:6](S(C)=O)[C:5]([C:11]#[N:12])=[C:4]([N:13]2[CH:17]=[CH:16][CH:15]=[N:14]2)[N:3]=1.[CH3:18][C:19]1[CH:20]=[CH:21][C:22]([CH2:25][OH:26])=[N:23][CH:24]=1.C1CCN2C(=NCCC2)CC1>COCCOC>[NH2:1][C:2]1[N:7]=[C:6]([O:26][CH2:25][C:22]2[CH:21]=[CH:20][C:19]([CH3:18])=[CH:24][N:23]=2)[C:5]([C:11]#[N:12])=[C:4]([N:13]2[CH:17]=[CH:16][CH:15]=[N:14]2)[N:3]=1. Solvent: COCCOC (DME). Procedure: From 2-amino-4-methanesulfinyl-6-pyrazol-1-yl-pyrimidine-5-carbonitrile, 5-methyl-2-pyridinemethanol and DBU in DME. ES-MS m/e (%): 308 (M+H+, 100). Product: NC1=NC(=C(C(=N1)OCC1=NC=C(C=C1)C)C#N)N1N=CC=C1 (2-Amino-4-(5-methyl-pyridin-2-yl-methoxy)-6-pyrazol-1-yl-pyrimidine-5-carbonitrile). The reactants are OC=1C=C2C=CC=C(C2=CC1)C(=O)O (6-Hydroxynaphtoic acid), O (water), ClC1=NC=CC(=C1)Cl (2,4-dichloropyridine), C([O-])([O-])=O.[Cs+].[Cs+] (cesium carbonate). Solvent: CS(=O)C (DMSO). Reaction conditions: temperature 90 celsius. Product: ClC1=NC=CC(=C1)OC=1C=C2C=CC=C(C2=CC1)C(=O)O (6-(2-chloropyridin-4-yloxy)-1-naphthoic acid). As a reaction SMILES: [OH:1][C:2]1[CH:3]=[C:4]2[C:9](=[CH:10][CH:11]=1)[C:8]([C:12]([OH:14])=[O:13])=[CH:7][CH:6]=[CH:5]2.[Cl:15][C:16]1[CH:21]=[C:20](Cl)[CH:19]=[CH:18][N:17]=1.C(=O)([O-])[O-].[Cs+].[Cs+].O>CS(C)=O>[Cl:15][C:16]1[CH:21]=[C:20]([O:1][C:2]2[CH:3]=[C:4]3[C:9](=[CH:10][CH:11]=2)[C:8]([C:12]([OH:14])=[O:13])=[CH:7][CH:6]=[CH:5]3)[CH:19]=[CH:18][N:17]=1 |f:2.3.4|. Procedure details: 6-Hydroxynaphtoic acid (10.0 g, 53.1 mmol), 2,4-dichloropyridine (9.44 g, 63.8 mmol) and cesium carbonate (51.9 g, 159 mmol) were combined in DMSO (266 mL) and the reaction mixture was heated at 90° C. for 16 h. After cooling to RT, water was added and the aqueous layer was acidified to pH=4-5. The title compound was isolated by filtration and dried under vacuum. Starting materials: CCCOc1ccc(C#N)cc1C1=NC(=O)C2=NN=NC2=N1, O, O=S(=O)(O)O. The product is CCCOc1ccc(C(N)=O)cc1C1=NC(=O)C2=NN=NC2=N1. RXN SMILES: [C:1](#[N:2])[c:3]1[cH:4][cH:5][c:6]([O:19][CH2:20][CH2:21][CH3:22])[c:7]([C:9]2=[N:10][C:11](=[O:18])[C:12]3=[N:13][N:14]=[N:15][C:16]3=[N:17]2)[cH:8]1.[OH2:28].[S:23]([OH:24])(=[O:25])(=[O:26])[OH:27]>>[C:1]([NH2:2])([c:3]1[cH:4][cH:5][c:6]([O:19][CH2:20][CH2:21][CH3:22])[c:7]([C:9]2=[N:10][C:11](=[O:18])[C:12]3=[N:13][N:14]=[N:15][C:16]3=[N:17]2)[cH:8]1)=[O:24].